From a dataset of the Open Reaction Database (ORD), a public repository of structured organic reaction records. describe an organic reaction: reactants, conditions, products, and yield The reactants are BrC=1C=C(C(O)C2=NC=CC=C2OCOC)C=CC1F (2-(3-bromo-4-fluoro-α-hydroxy-benzyl)-3-methoxymethoxypyridine). Reagents/catalysts: [O-2].[O-2].[Mn+4] (manganese dioxide). Solvent: C(C)(=O)OCC (ethyl acetate). Run at time 8 hour. The product is BrC=1C=C(C(=O)C2=NC=CC=C2OCOC)C=CC1F (2-(3-bromo-4-fluorobenzoyl)-3-methoxymethoxypyridine). Isolated yield 93.4%. RXN SMILES: [Br:1][C:2]1[CH:3]=[C:4]([CH:17]=[CH:18][C:19]=1[F:20])[CH:5]([C:7]1[C:12]([O:13][CH2:14][O:15][CH3:16])=[CH:11][CH:10]=[CH:9][N:8]=1)[OH:6]>[O-2].[O-2].[Mn+4].C(OCC)(=O)C>[Br:1][C:2]1[CH:3]=[C:4]([CH:17]=[CH:18][C:19]=1[F:20])[C:5]([C:7]1[C:12]([O:13][CH2:14][O:15][CH3:16])=[CH:11][CH:10]=[CH:9][N:8]=1)=[O:6] |f:1.2.3|. Reported procedure: A mixture of 2-(3-bromo-4-fluoro-α-hydroxy-benzyl)-3-methoxymethoxypyridine (14.0 g), activated manganese dioxide (41.8 g) and ethyl acetate (200 mL) was stirred overnight at room temperature, which was then subjected to filtration. The filtrate was concentrated under reduced pressure. The concentrate was purified by means of a silica gel column (ethyl acetate--hexane) to afford 2-(3-bromo-4-fluorobenzoyl)-3-methoxymethoxypyridine (13.0 g) (compound B-5). Physical properties and spectrum data of... The reactants are OBO, [Br-], CC(C)(C)OC(=O)N1CCCC1C(=O)Nc1ccc(Br)cc1Cl, O=C([O-])[O-], CSc1ccccc1, CCCC[N+](CCCC)(CCCC)CCCC, Cc1ccccc1, CCOC(C)=O, [Na+], [Na+]. Yields the product CSc1ccccc1-c1ccc(NC(=O)C2CCCN2C(=O)OC(C)(C)C)c(Cl)c1. As a reaction SMILES: [BH:24]([OH:25])[OH:26].[Br-:41].[C:1]([CH3:2])([CH3:3])([CH3:4])[O:5][C:6](=[O:7])[N:8]1[CH:9]([C:13]([NH:14][c:15]2[c:16]([Cl:22])[cH:17][c:18]([Br:21])[cH:19][cH:20]2)=[O:23])[CH2:10][CH2:11][CH2:12]1.[C:35](=[O:36])([O-:37])[O-:38].[CH3:27][S:28][c:29]1[cH:30][cH:31][cH:32][cH:33][cH:34]1.[CH3:42][CH2:43][CH2:44][CH2:45][N+:46]([CH2:47][CH2:48][CH2:49][CH3:50])([CH2:51][CH2:52][CH2:53][CH3:54])[CH2:55][CH2:56][CH2:57][CH3:58].[CH3:59][c:60]1[cH:61][cH:62][cH:63][cH:64][cH:65]1.[CH3:66][CH2:67][O:68][C:69]([CH3:70])=[O:71].[Na+:39].[Na+:40]>>[C:1]([CH3:2])([CH3:3])([CH3:4])[O:5][C:6](=[O:7])[N:8]1[CH:9]([C:13]([NH:14][c:15]2[c:16]([Cl:22])[cH:17][c:18](-[c:30]3[c:29]([S:28][CH3:27])[cH:34][cH:33][cH:32][cH:31]3)[cH:19][cH:20]2)=[O:23])[CH2:10][CH2:11][CH2:12]1. Reactants: C(c1ccc2cc(ccc2n1)F)=O, CC1=CN=C(C=C1)N, [C-]#[N+]C1CCCCC1. The reagents and catalysts are O=C(O)C(F)(F)F (trifluoroacetic acid). Solvent: CC(C)O (isopropyl alcohol), CC(C)O (isopropylalcohol). Reaction conditions: temperature 22 celsius, time 20 hour. Product: Cc1ccc2nc(c3ccc4cc(ccc4n3)F)c(NC3CCCCC3)n2c1. The yield is 34.1%. RXN SMILES: CC1=CC=C(N)N=C1.[C-]#[N+]C1CCCCC1.FC1=CC2=CC=C(C=O)N=C2C=C1>>CC1=CN2C(C=C1)=NC(=C2NC1CCCCC1)C1=CC=C2C=C(F)C=CC2=N1. Reactants: ClC=1C=CC=2N(N1)C(=CN2)C(C)C=2C(=C1C=CC=NC1=CC2F)F ((rac)-6-[1-(6-chloro-imidazo[1,2-b]pyridazin-3-yl)-ethyl]-5,7-difluoro-quinoline), OC(=O)C(F)(F)F.C1(=CC=CC=C1)N1C(CNCC1)=O (1-phenylpiperazin-2-one TFA salt), ClC=1C=CC=2N(N1)C(=CN2)C(C)C=2C(=C1C=CC=NC1=CC2F)F ((rac)-6-[1-(6-chloro-imidazo[1,2-b]pyridazin-3-yl)-ethyl]-5,7-difluoro-quinoline), [F-].[K+] (KF). The solvent is CN1CCCC1=O (NMP). Conditions: temperature 180 celsius, time 5 hour. Product: FC1=C2C=CC=NC2=CC(=C1C(C)C1=CN=C2N1N=C(C=C2)N2CC(N(CC2)C2=CC=CC=C2)=O)F ((rac)-4-{3-[1-(5,7-Difluoro-quinolin-6-yl)-ethyl]-imidazo[1,2-b]pyridazin-6-yl}-1-phenylpiperazin-2-one). As a reaction SMILES: Cl[C:2]1[CH:3]=[CH:4][C:5]2[N:6]([C:8]([CH:11]([C:13]3[C:14]([F:24])=[C:15]4[C:20](=[CH:21][C:22]=3[F:23])[N:19]=[CH:18][CH:17]=[CH:16]4)[CH3:12])=[CH:9][N:10]=2)[N:7]=1.[F-].[K+].OC(C(F)(F)F)=O.[C:34]1([N:40]2[CH2:45][CH2:44][NH:43][CH2:42][C:41]2=[O:46])[CH:39]=[CH:38][CH:37]=[CH:36][CH:35]=1>CN1C(=O)CCC1>[F:24][C:14]1[C:13]([CH:11]([C:8]2[N:6]3[N:7]=[C:2]([N:43]4[CH2:44][CH2:45][N:40]([C:34]5[CH:39]=[CH:38][CH:37]=[CH:36][CH:35]=5)[C:41](=[O:46])[CH2:42]4)[CH:3]=[CH:4][C:5]3=[N:10][CH:9]=2)[CH3:12])=[C:22]([F:23])[CH:21]=[C:20]2[C:15]=1[CH:16]=[CH:17][CH:18]=[N:19]2 |f:1.2,3.4|. Procedure details: (rac)-6-[1-(6-Chloro-imidazo[1,2-b]pyridazin-3-yl)-ethyl]-5,7-difluoro-quinoline (Intermediate C, 50 mg, 0.145 mmol), KF (84 mg, 1.450 mmol), 1-phenylpiperazin-2-one TFA salt (133 mg, 0.435 mmol) were suspended in NMP (483 μL). The RM was stirred at 180° C. for 5 h. The mixture was purified by preparative UPLC with acetonitrile and water (+0.1% TFA) The fractions were collected and acetonitrile was removed. It was taken up with MeOH and passed through an SPE cartridge of PL-HCO3 MP from polymer ... Reactants: BrCC(=O)OCC (Ethyl bromoacetate), triphenyl, C(C)C1(CC(C2=C(C=C(C=C2C1)C=O)OCC1=CC=CC=C1)=O)CC1=CC=CC=C1 (3-ethyl-3-benzyl-6-formyl-8-benzyloxy-1-tetralone). The product is C(C)C1(CC(C2=C(C=C(C=C2C1)CCC(=O)OCC)O)=O)CC1=CC=CC=C1 (3-ethyl-3-benzyl-6-carbethoxyethyl-8-hydroxy-1-tetralone). RXN SMILES: Br[CH2:2][C:3]([O:5][CH2:6][CH3:7])=[O:4].[CH2:8]([C:10]1([CH2:31][C:32]2[CH:37]=[CH:36][CH:35]=[CH:34][CH:33]=2)[CH2:19][C:18]2[C:13](=[C:14]([O:22]CC3C=CC=CC=3)[CH:15]=[C:16]([CH:20]=O)[CH:17]=2)[C:12](=[O:30])[CH2:11]1)[CH3:9]>>[CH2:8]([C:10]1([CH2:31][C:32]2[CH:33]=[CH:34][CH:35]=[CH:36][CH:37]=2)[CH2:19][C:18]2[C:13](=[C:14]([OH:22])[CH:15]=[C:16]([CH2:20][CH2:2][C:3]([O:5][CH2:6][CH3:7])=[O:4])[CH:17]=2)[C:12](=[O:30])[CH2:11]1)[CH3:9]. Reported procedure: Ethyl bromoacetate is converted to the triphenyl phosphorone, reacted with the product of Example 36 and reduced catalytically to the desired compound using procedures analogous to those described in Example 24. Reactants: C=Cc1c(C)c(C#Cc2ccc(CC(=O)OC)cc2)cc(C(C)(C)C)c1OC(C)C, CO, [Li+], C1CCOC1, [OH-]. The product is C=Cc1c(C)c(C#Cc2ccc(CC(=O)O)cc2)cc(C(C)(C)C)c1OC(C)C. Reaction SMILES: [CH3:1][O:2][C:3]([CH2:4][c:5]1[cH:6][cH:7][c:8]([C:11]#[C:12][c:13]2[c:14]([CH3:29])[c:15]([CH:27]=[CH2:28])[c:16]([O:23][CH:24]([CH3:25])[CH3:26])[c:17]([C:19]([CH3:20])([CH3:21])[CH3:22])[cH:18]2)[cH:9][cH:10]1)=[O:30].[CH3:33][OH:34].[Li+:31].[O:35]1[CH2:36][CH2:37][CH2:38][CH2:39]1.[OH-:32]>>[O:2]=[C:3]([CH2:4][c:5]1[cH:6][cH:7][c:8]([C:11]#[C:12][c:13]2[c:14]([CH3:29])[c:15]([CH:27]=[CH2:28])[c:16]([O:23][CH:24]([CH3:25])[CH3:26])[c:17]([C:19]([CH3:20])([CH3:21])[CH3:22])[cH:18]2)[cH:9][cH:10]1)[OH:30].